This data is from the Open Reaction Database (ORD), a public repository of structured organic reaction records. The task is: describe an organic reaction: reactants, conditions, products, and yield Reactants: CN(C)C=O, ClC(Cl)Cl, O=C(Cl)C(=O)Cl, O=C(O)c1ccccc1I. The product is O=C(Cl)c1ccccc1I. RXN SMILES: [CH3:17][N:18]([CH3:19])[CH:20]=[O:21].[CH:22]([Cl:23])([Cl:24])[Cl:25].[Cl:11][C:12]([C:13]([Cl:14])=[O:15])=[O:16].[OH:1][C:2](=[O:3])[c:4]1[cH:5][cH:6][cH:7][cH:8][c:9]1[I:10]>>[O:1]=[C:2]([c:4]1[cH:5][cH:6][cH:7][cH:8][c:9]1[I:10])[Cl:11]. Starting materials: C, CCOC(C)=O, CCCC1CCC(C2CC=C(c3cc(F)ccc3F)CC2)CC1, [H][H], [Pd]. Product: CCCC1CCC(C2CCC(c3cc(F)ccc3F)CC2)CC1. As a reaction SMILES: [C:26].[CH3:28][CH2:29][O:30][C:31](=[O:32])[CH3:33].[F:1][c:2]1[c:3]([C:9]2=[CH:10][CH2:11][CH:12]([CH:15]3[CH2:16][CH2:17][CH:18]([CH2:21][CH2:22][CH3:23])[CH2:19][CH2:20]3)[CH2:13][CH2:14]2)[cH:4][c:5]([F:8])[cH:6][cH:7]1.[H:24][H:25].[Pd:27]>>[F:1][c:2]1[c:3]([CH:9]2[CH2:10][CH2:11][CH:12]([CH:15]3[CH2:16][CH2:17][CH:18]([CH2:21][CH2:22][CH3:23])[CH2:19][CH2:20]3)[CH2:13][CH2:14]2)[cH:4][c:5]([F:8])[cH:6][cH:7]1. The reactants are C(=O)=O (CO2), [Li]CCCC (n-BuLi), CCCCCC (hexane), CN(CC#C)C (N,N-dimethylprop-2-yn-1-amine). Run in C1CCOC1 (THF), O (water), CO (methanol). Run at temperature -78 celsius, time 1 hour. Product: CN(CC#CC(=O)O)C (4-(dimethylamino)but-2-ynoic acid). The yield is 106.2%. As a reaction SMILES: [Li]CCCC.CCCCCC.[CH3:12][N:13]([CH3:17])[CH2:14][C:15]#[CH:16].[C:18](=[O:20])=[O:19]>C1COCC1.CO.O>[CH3:12][N:13]([CH3:17])[CH2:14][C:15]#[C:16][C:18]([OH:20])=[O:19]. Procedure: n-BuLi in hexane (2.5M, 24.06 mmol, 9.62 mL) was slowly added to a solution of N,N-dimethylprop-2-yn-1-amine (24.06 mmol, 2.59 mL, 2 g) in dry THF (10 mL) at −78° C. The mixture was stirred for 1 h at −78° C., then crushed CO2 (241 mmol, 10.59 g) was added in one portion and the reaction mixture was stirred for an additional 10 min. The resulting solution was poured into water and washed with ethyl acetate. The aqueous layer was evaporated in vacuo to give the crude amino acid. This was dissolve... Reactants: C(C)OC1=NC2=CC(=C(C=C2C=C1C(=O)OCC)N1C=NC(=C1)CO)[N+](=O)[O-] (Ethyl 2-ethoxy-6-(4-(hydroxymethyl)imidazole-1-yl)-7-nitroquinoline-3-carboxylate), C1(=CC=CC=C1)N=C=O (phenyl isocyanate), C(C)(C)OC(C)C (Diisopropyl ether). Run in ClCCl (dichloromethane). Conditions: time 8 hour. Product: [N+](=O)([O-])C1=C(C=C2C=C(C(NC2=C1)=O)C(=O)O)N1C=NC(=C1)COC(NC1=CC=CC=C1)=O (1,2-Dihydro-7-nitro-2-oxo-6-(4-((phenylcarbamoyloxy)methyl)imidazole-1-yl)quinoline-3-carboxylic acid). Isolated yield 70.7%. As a reaction SMILES: C([O:3][C:4]1[C:13]([C:14]([O:16]CC)=[O:15])=[CH:12][C:11]2[C:6](=[CH:7][C:8]([N+:26]([O-:28])=[O:27])=[C:9]([N:19]3[CH:23]=[C:22]([CH2:24][OH:25])[N:21]=[CH:20]3)[CH:10]=2)[N:5]=1)C.[C:29]1([N:35]=[C:36]=[O:37])[CH:34]=[CH:33][CH:32]=[CH:31][CH:30]=1.C(OC(C)C)(C)C>ClCCl>[N+:26]([C:8]1[CH:7]=[C:6]2[C:11]([CH:12]=[C:13]([C:14]([OH:16])=[O:15])[C:4](=[O:3])[NH:5]2)=[CH:10][C:9]=1[N:19]1[CH:23]=[C:22]([CH2:24][O:25][C:36](=[O:37])[NH:35][C:29]2[CH:34]=[CH:33][CH:32]=[CH:31][CH:30]=2)[N:21]=[CH:20]1)([O-:28])=[O:27]. Procedure: To a solution of the compound of Example 1 (50.0 mg, 129 μmol) in dichloromethane (2 ml) was added phenyl isocyanate (46.2 mg, 388 μmol), and the mixture was stirred overnight at room temperature. Diisopropyl ether was added to the reaction mixture, and the precipitated crystals were collected by filtration and air-dried. These were dissolved into acetic acid (5 ml) and concentrated hydrochloric acid (1 ml) was added, which was stirred overnight at room temperature. The reaction mixture was conc... The reactants are O=C1CCCCC(CCc2nc3cc(Br)cnc3[nH]2)N1, CN(C)S(=O)(=O)c1ccc(B2OC(C)(C)C(C)(C)O2)cc1, [Na+], [Na+], O=C([O-])[O-], O=C1CCCCC(CCc2nc3cc(-c4ccccc4)cnc3[nH]2)N1. The product is CN(C)S(=O)(=O)c1ccc(-c2cnc3[nH]c(CCC4CCCCC(=O)N4)nc3c2)cc1. Reaction SMILES: [Br:26][c:27]1[cH:28][c:29]2[n:30][c:31]([CH2:32][CH2:33][CH:34]3[NH:35][C:36](=[O:37])[CH2:38][CH2:39][CH2:40][CH2:41]3)[nH:42][c:43]2[n:44][cH:45]1.[CH3:46][N:47]([S:48](=[O:49])(=[O:50])[c:51]1[cH:52][cH:53][c:54]([B:55]2[O:56][C:57]([CH3:58])([CH3:59])[C:60]([CH3:61])([CH3:62])[O:63]2)[cH:64][cH:65]1)[CH3:66].[Na+:67].[Na+:68].[O-:69][C:70](=[O:71])[O-:72].[c:1]1(-[c:7]2[cH:8][c:9]3[c:10]([n:11][cH:12]2)[nH:13][c:14]([CH2:16][CH2:17][CH:18]2[CH2:19][CH2:20][CH2:21][CH2:22][C:23](=[O:25])[NH:24]2)[n:15]3)[cH:2][cH:3][cH:4][cH:5][cH:6]1>>[c:1]1(-[c:7]2[cH:8][c:9]3[c:10]([n:11][cH:12]2)[nH:13][c:14]([CH2:16][CH2:17][CH:18]2[CH2:19][CH2:20][CH2:21][CH2:22][C:23](=[O:25])[NH:24]2)[n:15]3)[cH:2][cH:3][c:4]([S:48]([N:47]([CH3:46])[CH3:66])(=[O:49])=[O:50])[cH:5][cH:6]1. The reactants are N[C@@H]1[C@@H](CCCC1)NC(C1=C(C=C(C=C1C(F)(F)F)C(F)(F)F)OC)=O (cis-N-(2-Amino-cyclohexyl)-2-methoxy-4,6-bis-trifluoromethyl-benzamide), N[C@@H]1[C@@H](CCCC1)NC(C1=C(C=C(C=C1C(F)(F)F)C(F)(F)F)OC)=O (cis-N-(2-Amino-cyclohexyl)-2-methoxy-4,6-bis-trifluoromethyl-benzamide), BrCCCCCBr (1,5-dibromopentane). The product is COC1=C(C(=O)N[C@H]2[C@H](CCCC2)N2CCCCC2)C(=CC(=C1)C(F)(F)F)C(F)(F)F (cis-2-Methoxy-N-(2-piperidin-1-yl-cyclohexyl)-4,6-bis-trifluoromethyl-benzamide). RXN SMILES: [NH2:1][C@H:2]1[CH2:7][CH2:6][CH2:5][CH2:4][C@H:3]1[NH:8][C:9](=[O:26])[C:10]1[C:15]([C:16]([F:19])([F:18])[F:17])=[CH:14][C:13]([C:20]([F:23])([F:22])[F:21])=[CH:12][C:11]=1[O:24][CH3:25].Br[CH2:28][CH2:29][CH2:30][CH2:31][CH2:32]Br>>[CH3:25][O:24][C:11]1[CH:12]=[C:13]([C:20]([F:21])([F:22])[F:23])[CH:14]=[C:15]([C:16]([F:19])([F:18])[F:17])[C:10]=1[C:9]([NH:8][C@@H:3]1[CH2:4][CH2:5][CH2:6][CH2:7][C@@H:2]1[N:1]1[CH2:32][CH2:31][CH2:30][CH2:29][CH2:28]1)=[O:26]. Procedure: The title compound, white solid, MS: m/e=453.2 [(M+H)+], was prepared in accordance with the general method of example 10 from cis-N-(2-amino-cyclohexyl)-2-methoxy-4,6-bis-trifluoromethyl-benzamide (intermediate H) and 1,5-dibromopentane.